From a dataset of the Open Reaction Database (ORD), a public repository of structured organic reaction records. describe an organic reaction: reactants, conditions, products, and yield Starting materials: C(O)([O-])=O.[Na+] (sodium hydrogen carbonate), COC1=CC=CC=2C(=COC21)CC(=O)OC (Methyl (7-methoxybenzofuran-3-yl)acetate), CO (methanol), B(Br)(Br)Br (boron tribromide). Run in ClCCl (dichloromethane). Reaction conditions: temperature -78 celsius, time 3 hour. The product is OC1=CC=CC=2C(=COC21)CC(=O)OC (Methyl (7-hydroxybenzofuran-3-yl)acetate). Isolated yield 90.9%. Reaction SMILES: C[O:2][C:3]1[C:11]2[O:10][CH:9]=[C:8]([CH2:12][C:13]([O:15][CH3:16])=[O:14])[C:7]=2[CH:6]=[CH:5][CH:4]=1.B(Br)(Br)Br.CO.C(=O)([O-])O.[Na+]>ClCCl>[OH:2][C:3]1[C:11]2[O:10][CH:9]=[C:8]([CH2:12][C:13]([O:15][CH3:16])=[O:14])[C:7]=2[CH:6]=[CH:5][CH:4]=1 |f:3.4|. Reported procedure: Methyl (7-methoxybenzofuran-3-yl)acetate (12.37 g) was dissolved in dichloromethane (50 ml) and the solution was cooled to −78° C. To this solution, boron tribromide (1.0 M, 120 ml) was added dropwise for 50 minutes. Thereafter, the temperature was raised to room temperature and the reaction solution was stirred at this temperature for 3 hours. After completion of the reaction, the reaction solution was cooled to −78° C. and methanol (100 ml) was added thereto. After neutralizing the reaction mi... As a reaction SMILES: [CH3:35][CH2:36][OH:37].[Cl:21][c:22]1[cH:23][c:24]([O:25][CH:26]2[CH2:27][CH2:28][NH:29][CH2:30][CH2:31]2)[cH:32][cH:33][cH:34]1.[O:1]1[CH:2]([CH2:4][O:5][c:6]2[cH:7][c:8](-[c:12]3[n:13][o:14][c:15]4[n:16][cH:17][cH:18][cH:19][c:20]34)[cH:9][cH:10][cH:11]2)[CH2:3]1>>[OH:1][CH:2]([CH2:3][N:29]1[CH2:28][CH2:27][CH:26]([O:25][c:24]2[cH:23][c:22]([Cl:21])[cH:34][cH:33][cH:32]2)[CH2:31][CH2:30]1)[CH2:4][O:5][c:6]1[cH:7][c:8](-[c:12]2[n:13][o:14][c:15]3[n:16][cH:17][cH:18][cH:19][c:20]23)[cH:9][cH:10][cH:11]1. Starting materials: CCO, Clc1cccc(OC2CCNCC2)c1, c1cc(OCC2CO2)cc(-c2noc3ncccc23)c1. Product: OC(COc1cccc(-c2noc3ncccc23)c1)CN1CCC(Oc2cccc(Cl)c2)CC1.